Dataset: the Open Reaction Database (ORD), a public repository of structured organic reaction records. Task: describe an organic reaction: reactants, conditions, products, and yield Starting materials: OC1=NC=C(C=C1)C(CC(C)C)=O (2-hydroxy-5-(3-methyl-butyryl)-pyridine), P12(=S)SP3(=S)SP(=S)(S1)SP(=S)(S2)S3 (phosphorus pentasulfide). The solvent is N1=CC=CC=C1 (pyridine). Run at temperature 120 celsius. The product is SC1=NC=C(C=C1)C(CC(C)C)=O (2-Mercapto-5-(3-methyl-butyryl)-pyridine). Yield: 15.0%. Reaction SMILES: O[C:2]1[CH:7]=[CH:6][C:5]([C:8](=[O:13])[CH2:9][CH:10]([CH3:12])[CH3:11])=[CH:4][N:3]=1.P12(SP3(SP(SP(S3)(S1)=S)(=S)S2)=S)=[S:15]>N1C=CC=CC=1>[SH:15][C:2]1[CH:7]=[CH:6][C:5]([C:8](=[O:13])[CH2:9][CH:10]([CH3:12])[CH3:11])=[CH:4][N:3]=1. Reported procedure: Combine 2-hydroxy-5-(3-methyl-butyryl)-pyridine (742 mg, 4.1 mmol) and phosphorus pentasulfide (1.88 g, 4.2 mmol) in pyridine (5 mL). Heat the mixture at 120° C. for 5 h under a nitrogen atmosphere. Cool the mixture to room temperature and partition between water and EtOAc. Collect the aqueous layer, wash with additional EtOAc and DCM. Acidify the aqueous layer with 1M aqueous HCl and extract with DCM (4×30 mL). Dry the combined organic extracts over MgSO4, filter and concentrate in vacuo to obt... The reactants are CN(C)C1=NC(=NO1)CC1=CC=CC=C1 (Dimethylamino-3-(phenylmethyl)-1,2,4-oxadiazole), ( a ), C(CCC)[Li] (butyl lithium), C(=O)=O (carbon dioxide), ( b ). The product is CN(C1=NC(=NO1)C(C(=O)O)C1=CC=CC=C1)C (5-(dimethylamino)-α-phenyl-1,2,4-oxadiazole-3-acetic acid). Reaction SMILES: [CH3:1][N:2]([C:4]1[O:8][N:7]=[C:6]([CH2:9][C:10]2[CH:15]=[CH:14][CH:13]=[CH:12][CH:11]=2)[N:5]=1)[CH3:3].C([Li])CCC.[C:21](=[O:23])=[O:22]>>[CH3:1][N:2]([CH3:3])[C:4]1[O:8][N:7]=[C:6]([CH:9]([C:10]2[CH:15]=[CH:14][CH:13]=[CH:12][CH:11]=2)[C:21]([OH:23])=[O:22])[N:5]=1. Reported procedure: 5-(Dimethylamino-3-(phenylmethyl)-1,2,4-oxadiazole from part (a) is treated with a solution of butyl lithium and carbon dioxide according to the procedure of Example 1 (b) to yield 5-(dimethylamino)-α-phenyl-1,2,4-oxadiazole-3-acetic acid. The reactants are [Br-], [Mg+]C1CC1, O=CC1CCC2(CC1)OCCO2. The product is OC(C1CC1)C1CCC2(CC1)OCCO2. Reaction SMILES: [Br-:13].[CH:14]1([Mg+:17])[CH2:15][CH2:16]1.[O:1]1[CH2:2][CH2:3][O:4][C:5]12[CH2:6][CH2:7][CH:8]([CH:11]=[O:12])[CH2:9][CH2:10]2>>[O:1]1[CH2:2][CH2:3][O:4][C:5]12[CH2:6][CH2:7][CH:8]([CH:11]([OH:12])[CH:14]1[CH2:15][CH2:16]1)[CH2:9][CH2:10]2. Yields the product O=C1CC2(CCCCCC2)Oc2ccc(Br)cc21. RXN SMILES: [Br:1][c:2]1[cH:3][cH:4][c:5]([OH:11])[c:6]([C:8]([CH3:9])=[O:10])[cH:7]1.[C:12]1(=[O:19])[CH2:13][CH2:14][CH2:15][CH2:16][CH2:17][CH2:18]1.[CH2:20]1[CH2:21][NH:22][CH2:23][CH2:24]1.[CH3:26][OH:27].[ClH:25].[OH2:28]>>[Br:1][c:2]1[cH:3][cH:4][c:5]2[c:6]([cH:7]1)[C:8](=[O:10])[CH2:9][C:12]1([O:11]2)[CH2:13][CH2:14][CH2:15][CH2:16][CH2:17][CH2:18]1. Reactants: CC(=O)c1cc(Br)ccc1O, O=C1CCCCCC1, C1CCNC1, CO, Cl, O. Reactants: [BH3-]C#N, CC(=O)O, CCOC(=O)C=C1Nc2ccccc2N(C)C1=O, CO, [Na+]. The product is CCOC(=O)CC1Nc2ccccc2N(C)C1=O. RXN SMILES: [C:19]([BH3-:20])#[N:21].[C:25]([OH:26])(=[O:27])[CH3:28].[CH2:1]([CH3:2])[O:3][C:4]([CH:5]=[C:6]1[NH:7][c:8]2[cH:9][cH:10][cH:11][cH:12][c:13]2[N:14]([CH3:17])[C:15]1=[O:16])=[O:18].[CH3:23][OH:24].[Na+:22]>>[CH2:1]([CH3:2])[O:3][C:4]([CH2:5][CH:6]1[NH:7][c:8]2[cH:9][cH:10][cH:11][cH:12][c:13]2[N:14]([CH3:17])[C:15]1=[O:16])=[O:18]. As a reaction SMILES: [N+:1]([C:4]1[CH:13]=[CH:12][C:7]2[O:8][CH2:9][O:10][CH2:11][C:6]=2[CH:5]=1)([O-:3])=[O:2]>O>[OH:8][C:7]1[CH:12]=[CH:13][C:4]([N+:1]([O-:3])=[O:2])=[CH:5][C:6]=1[CH2:9][O:10][CH2:11][C:6]1[CH:5]=[C:4]([N+:1]([O-:3])=[O:2])[CH:13]=[CH:12][C:7]=1[OH:8]. The product is OC1=C(COCC2=C(C=CC(=C2)[N+](=O)[O-])O)C=C(C=C1)[N+](=O)[O-] (2-hydroxy-5-nitrobenzyl ether). Procedure details: 30 g(0.17 Mol) 6-Nitro-1,3-benzodioxan III are dissolved in 300 ml of certain alcohols. After addition of 15 ml of water 60 ml concentrated sulfuric acid is added dropwise with stirring. The solution is heated under reflux until completely converted to product with the help of a control by thin layer chromatography. After cooling the reaction mixture is mixed with about 200 ml water and the solution is concentrated to about 1/3 of its volume under vacuum. A yellow oil comes down which is extract... Reactants: [N+](=O)([O-])C1=CC2=C(OCOC2)C=C1 (6-Nitro-1,3-benzodioxan). The solvent is O (water), alcohols, O (water). Starting materials: CCc1ccc(NC(=O)OCC2(C(=O)NCc3ccccc3Cl)CCN(C(=O)CNC(=O)OC(C)(C)C)CC2)cc1, CO, Cl. Yields the product CCc1ccc(NC(=O)OCC2(C(=O)NCc3ccccc3Cl)CCN(C(=O)CN)CC2)cc1. As a reaction SMILES: [CH2:1]([CH3:2])[c:3]1[cH:4][cH:5][c:6]([NH:9][C:10]([O:11][CH2:12][C:13]2([C:30]([NH:31][CH2:32][c:33]3[c:34]([Cl:39])[cH:35][cH:36][cH:37][cH:38]3)=[O:40])[CH2:14][CH2:15][N:16]([C:19]([CH2:20][NH:21][C:22]([O:23][C:24]([CH3:25])([CH3:26])[CH3:27])=[O:28])=[O:29])[CH2:17][CH2:18]2)=[O:41])[cH:7][cH:8]1.[CH3:43][OH:44].[ClH:42]>>[CH2:1]([CH3:2])[c:3]1[cH:4][cH:5][c:6]([NH:9][C:10]([O:11][CH2:12][C:13]2([C:30]([NH:31][CH2:32][c:33]3[c:34]([Cl:39])[cH:35][cH:36][cH:37][cH:38]3)=[O:40])[CH2:14][CH2:15][N:16]([C:19]([CH2:20][NH2:21])=[O:29])[CH2:17][CH2:18]2)=[O:41])[cH:7][cH:8]1. Reactants: Cc1ccccc1B(O)O, Cc1ccccc1, COc1cc(I)ccc1C(=O)N1Cc2cccn2Cc2ccccc21, [Na+], [Na+], O=C([O-])[O-], [Pd], c1ccc(P(c2ccccc2)c2ccccc2)cc1, c1ccc(P(c2ccccc2)c2ccccc2)cc1, c1ccc(P(c2ccccc2)c2ccccc2)cc1, c1ccc(P(c2ccccc2)c2ccccc2)cc1. Product: COc1cc(-c2ccccc2C)ccc1C(=O)N1Cc2cccn2Cc2ccccc21. RXN SMILES: [CH3:26][c:27]1[c:28]([B:33]([OH:34])[OH:35])[cH:29][cH:30][cH:31][cH:32]1.[CH3:42][c:43]1[cH:44][cH:45][cH:46][cH:47][cH:48]1.[I:1][c:2]1[cH:3][c:4]([O:24][CH3:25])[c:5]([C:6](=[O:7])[N:8]2[CH2:9][c:10]3[n:11]([cH:19][cH:20][cH:21]3)[CH2:12][c:13]3[c:14]2[cH:15][cH:16][cH:17][cH:18]3)[cH:22][cH:23]1.[Na+:36].[Na+:37].[O-:38][C:39](=[O:40])[O-:41].[Pd:49].[c:107]1([P:108]([c:109]2[cH:110][cH:111][cH:112][cH:113][cH:114]2)[c:115]2[cH:116][cH:117][cH:118][cH:119][cH:120]2)[cH:121][cH:122][cH:123][cH:124][cH:125]1.[c:50]1([P:51]([c:52]2[cH:53][cH:54][cH:55][cH:56][cH:57]2)[c:58]2[cH:59][cH:60][cH:61][cH:62][cH:63]2)[cH:64][cH:65][cH:66][cH:67][cH:68]1.[c:69]1([P:70]([c:71]2[cH:72][cH:73][cH:74][cH:75][cH:76]2)[c:77]2[cH:78][cH:79][cH:80][cH:81][cH:82]2)[cH:83][cH:84][cH:85][cH:86][cH:87]1.[c:88]1([P:89]([c:90]2[cH:91][cH:92][cH:93][cH:94][cH:95]2)[c:96]2[cH:97][cH:98][cH:99][cH:100][cH:101]2)[cH:102][cH:103][cH:104][cH:105][cH:106]1>>[c:2]1(-[c:28]2[c:27]([CH3:26])[cH:32][cH:31][cH:30][cH:29]2)[cH:3][c:4]([O:24][CH3:25])[c:5]([C:6](=[O:7])[N:8]2[CH2:9][c:10]3[n:11]([cH:19][cH:20][cH:21]3)[CH2:12][c:13]3[c:14]2[cH:15][cH:16][cH:17][cH:18]3)[cH:22][cH:23]1.